From a dataset of the Open Reaction Database (ORD), a public repository of structured organic reaction records. describe an organic reaction: reactants, conditions, products, and yield The reactants are N(=O)[O-].[Na+] (sodium nitrite), C(C1=CC=CC=C1)(=O)C1=C(NC(CC(=O)OCC)=O)C=CC(=C1)Cl (ethyl 2'-benzoyl-4'-chloro-malonanilate). The solvent is C(C)(=O)O (acetic acid). Reaction conditions: time 0.5 hour. Yields the product C(C1=CC=CC=C1)(=O)C1=C(NC(C(C(=O)OCC)=NO)=O)C=CC(=C1)Cl (Ethyl 2'-benzoyl-4'-chloro-mesoxalanilate 2-oxime). Reaction SMILES: [N:1]([O-:3])=O.[Na+].[C:5]([C:13]1[CH:27]=[C:26]([Cl:28])[CH:25]=[CH:24][C:14]=1[NH:15][C:16](=[O:23])[CH2:17][C:18]([O:20][CH2:21][CH3:22])=[O:19])(=[O:12])[C:6]1[CH:11]=[CH:10][CH:9]=[CH:8][CH:7]=1>C(O)(=O)C>[C:5]([C:13]1[CH:27]=[C:26]([Cl:28])[CH:25]=[CH:24][C:14]=1[NH:15][C:16](=[O:23])[C:17](=[N:1][OH:3])[C:18]([O:20][CH2:21][CH3:22])=[O:19])(=[O:12])[C:6]1[CH:7]=[CH:8][CH:9]=[CH:10][CH:11]=1 |f:0.1|. Procedure: A solution of 50 g. of sodium nitrite is added dropwise to a solution of 34.6 g. of ethyl 2'-benzoyl-4'-chloro-malonanilate in 250 ml. of glacial acetic acid. After 1 1/2 hours stirring at room temperature, the oxime crystallizes out and is filtered off by suction, washed with water and dried in vacuum. Ethyl 2'-benzoyl-4'-chloro-mesoxalanilate 2-oxime, m.p. 98°-105° is obtained. The reactants are ClC1=C(C=C(C=C1)[C@@H]1O[C@@H]([C@H]([C@@H]([C@H]1O)O)O)CO)CC1=CC=C(C=C1)O ((2S,3R,4R,5S,6R)-2-(4-chloro-3-(4-hydroxybenzyl)phenyl)-6-(hydroxymethyl)tetrahydro-2H-pyran-3,4,5-triol), ClC1=C(C=C(C=C1)[C@@H]1O[C@@H]([C@H]([C@@H]([C@H]1O)O)O)CO)CC1=CC=C(C=C1)O ((2S,3R,4R,5S,6R)-2-(4-chloro-3-(4-hydroxybenzyl)phenyl)-6-(hydroxymethyl)tetrahydro-2H-pyran-3,4,5-triol), CC1=CC=C(C=C1)S(=O)(=O)OCCOC1CC1 (2-cyclopropoxyethyl 4-methylbenzenesulfonate), C(=O)([O-])[O-].[Cs+].[Cs+] (Cs2CO3), O (water). Run in CN(C)C=O (DMF). Run at time 12 hour. Yields the product ClC1=C(C=C(C=C1)[C@@H]1O[C@@H]([C@H]([C@@H]([C@H]1O)O)O)CO)CC1=CC=C(C=C1)OCCOC1CC1 ((2S,3R,4R,5S,6R)-2-(4-chloro-3-(4-(2-cyclopropoxyethoxy)benzyl)phenyl)-6-(hydroxymethyl)tetrahydro-2H-pyran-3,4,5-triol). As a reaction SMILES: [Cl:1][C:2]1[CH:7]=[CH:6][C:5]([C@H:8]2[C@H:13]([OH:14])[C@@H:12]([OH:15])[C@H:11]([OH:16])[C@@H:10]([CH2:17][OH:18])[O:9]2)=[CH:4][C:3]=1[CH2:19][C:20]1[CH:25]=[CH:24][C:23]([OH:26])=[CH:22][CH:21]=1.CC1C=CC(S(O[CH2:38][CH2:39][O:40][CH:41]2[CH2:43][CH2:42]2)(=O)=O)=CC=1.C([O-])([O-])=O.[Cs+].[Cs+].O>CN(C=O)C>[Cl:1][C:2]1[CH:7]=[CH:6][C:5]([C@H:8]2[C@H:13]([OH:14])[C@@H:12]([OH:15])[C@H:11]([OH:16])[C@@H:10]([CH2:17][OH:18])[O:9]2)=[CH:4][C:3]=1[CH2:19][C:20]1[CH:21]=[CH:22][C:23]([O:26][CH2:38][CH2:39][O:40][CH:41]2[CH2:43][CH2:42]2)=[CH:24][CH:25]=1 |f:2.3.4|. Reported procedure: To a solution of (2S,3R,4R,5S,6R)-2-(4-chloro-3-(4-hydroxybenzyl)phenyl)-6-(hydroxymethyl)tetrahydro-2H-pyran-3,4,5-triol (intermediate D1) (30 mg, 0.08 mmol) in anhydrous DMF (1 mL) were added 2-cyclopropoxyethyl 4-methylbenzenesulfonate (intermediate BP) (20 mg, 0.08 mmol) and Cs2CO3 (52 mg, 0.16 mmol). The mixture was stirred at room temperature for 12 h. Then the reaction mixture was poured into water, extracted with EA, washed with brine, dried with anhydrous Na2SO4 and concentrated to an o... Starting materials: CN(C)C1=CC=C(C=C1)C=O (Ehrlich's reagent), O=CC1=CC(OC)=C(O)C=C1 (vanillin). The product is C(CCC)O.C(C)(=O)O.O (n-Butanol acetic acid water). Reaction SMILES: CN(C1C=C[C:7]([CH:10]=[O:11])=[CH:6][CH:5]=1)C.[O:12]=CC1C=[CH:21][C:19]([OH:20])=C(OC)C=1>>[CH2:10]([OH:11])[CH2:7][CH2:6][CH3:5].[C:19]([OH:11])(=[O:20])[CH3:21].[OH2:12] |f:2.3.4|. Reported procedure: Staining characteristics: Ehrlich's reagent: brown; vanillin/sulfuric acide: blue/violet. Reactants: CCCCP(=CC#N)(CCCC)CCCC, SCc1ccccc1, Cc1ccccc1, CCC(CO)N1C(=O)C(C)(CC(=O)OC)CC(c2cccc(Cl)c2)C1c1ccc(Cl)cc1. Yields the product CCC(CSCc1ccccc1)N1C(=O)C(C)(CC(=O)OC)CC(c2cccc(Cl)c2)C1c1ccc(Cl)cc1. As a reaction SMILES: [C:41]([CH:42]=[P:43]([CH2:44][CH2:45][CH2:46][CH3:47])([CH2:48][CH2:49][CH2:50][CH3:51])[CH2:52][CH2:53][CH2:54][CH3:55])#[N:56].[CH2:33]([c:34]1[cH:35][cH:36][cH:37][cH:38][cH:39]1)[SH:40].[CH3:57][c:58]1[cH:59][cH:60][cH:61][cH:62][cH:63]1.[Cl:1][c:2]1[cH:3][c:4]([CH:8]2[CH2:9][C:10]([CH3:27])([CH2:28][C:29](=[O:30])[O:31][CH3:32])[C:11](=[O:26])[N:12]([CH:21]([CH2:22][OH:23])[CH2:24][CH3:25])[CH:13]2[c:14]2[cH:15][cH:16][c:17]([Cl:20])[cH:18][cH:19]2)[cH:5][cH:6][cH:7]1>>[Cl:1][c:2]1[cH:3][c:4]([CH:8]2[CH2:9][C:10]([CH3:27])([CH2:28][C:29](=[O:30])[O:31][CH3:32])[C:11](=[O:26])[N:12]([CH:21]([CH2:22][S:40][CH2:33][c:34]3[cH:35][cH:36][cH:37][cH:38][cH:39]3)[CH2:24][CH3:25])[CH:13]2[c:14]2[cH:15][cH:16][c:17]([Cl:20])[cH:18][cH:19]2)[cH:5][cH:6][cH:7]1.